Dataset: the Open Reaction Database (ORD), a public repository of structured organic reaction records. Task: describe an organic reaction: reactants, conditions, products, and yield Procedure details: Reaction of 1-methanesulfonyl-piperazine with 4,6-dichloro-1-methyl-1H-pyrazolo[3,4-d]pyrimidine 5 by General Procedure B gave 6-chloro-4-(4-methanesulfonyl-piperazin-1-yl)-1-methyl-1H-pyrazolo[3,4-d]pyrimidine. RXN SMILES: [CH3:1][S:2]([N:5]1[CH2:10][CH2:9][NH:8][CH2:7][CH2:6]1)(=[O:4])=[O:3].Cl[C:12]1[N:17]=[C:16]([Cl:18])[N:15]=[C:14]2[N:19]([CH3:22])[N:20]=[CH:21][C:13]=12>>[Cl:18][C:16]1[N:15]=[C:14]2[N:19]([CH3:22])[N:20]=[CH:21][C:13]2=[C:12]([N:8]2[CH2:9][CH2:10][N:5]([S:2]([CH3:1])(=[O:4])=[O:3])[CH2:6][CH2:7]2)[N:17]=1. Product: ClC1=NC(=C2C(=N1)N(N=C2)C)N2CCN(CC2)S(=O)(=O)C (6-chloro-4-(4-methanesulfonyl-piperazin-1-yl)-1-methyl-1H-pyrazolo[3,4-d]pyrimidine). Reactants: CS(=O)(=O)N1CCNCC1 (1-methanesulfonyl-piperazine), ClC1=C2C(=NC(=N1)Cl)N(N=C2)C (4,6-dichloro-1-methyl-1H-pyrazolo[3,4-d]pyrimidine). The reactants are O (water), C([O-])([O-])=O.[K+].[K+] (potassium carbonate), BrCCO (2-bromoethanol), FC(C=1C=C(CN([C@@H]2C3=C(N(CCC2)C(=O)OC(C)C)C(=C(C=C3)C)C)C3=NN=NN3)C=C(C1)C(F)(F)F)(F)F ((S)-isopropyl 5-[(3,5-bistrifluoromethyl-benzyl)-(1H-tetrazol-5-yl)-amino]-8,9-dimethyl-2,3,4,5-tetrahydrobenzo[b]azepine-1-carboxylate). The solvent is C(C)(=O)OCC (ethyl acetate), CN(C)C=O (DMF). Reaction conditions: temperature 50 celsius, time 3 hour. Product: FC(C=1C=C(CN([C@@H]2C3=C(N(CCC2)C(=O)OC(C)C)C(=C(C=C3)C)C)C=3N=NN(N3)CCO)C=C(C1)C(F)(F)F)(F)F ((S)-isopropyl 5-{(3,5-Bis-trifluoromethyl-benzyl)-[2-(2-hydroxy-ethyl)-2H-tetrazol-5-yl]-amino}-8,9-dimethyl-2,3,4,5-tetrahydrobenzo[b]azepine-1-carboxylate). Isolated yield 44.9%. As a reaction SMILES: C(=O)([O-])[O-].[K+].[K+].Br[CH2:8][CH2:9][OH:10].[F:11][C:12]([F:50])([F:49])[C:13]1[CH:14]=[C:15]([CH:42]=[C:43]([C:45]([F:48])([F:47])[F:46])[CH:44]=1)[CH2:16][N:17]([C:37]1[NH:41][N:40]=[N:39][N:38]=1)[C@H:18]1[CH2:24][CH2:23][CH2:22][N:21]([C:25]([O:27][CH:28]([CH3:30])[CH3:29])=[O:26])[C:20]2[C:31]([CH3:36])=[C:32]([CH3:35])[CH:33]=[CH:34][C:19]1=2.O>CN(C=O)C.C(OCC)(=O)C>[F:46][C:45]([F:48])([F:47])[C:43]1[CH:42]=[C:15]([CH:14]=[C:13]([C:12]([F:49])([F:11])[F:50])[CH:44]=1)[CH2:16][N:17]([C:37]1[N:38]=[N:39][N:40]([CH2:8][CH2:9][OH:10])[N:41]=1)[C@H:18]1[CH2:24][CH2:23][CH2:22][N:21]([C:25]([O:27][CH:28]([CH3:30])[CH3:29])=[O:26])[C:20]2[C:31]([CH3:36])=[C:32]([CH3:35])[CH:33]=[CH:34][C:19]1=2 |f:0.1.2|. Reported procedure: Add potassium carbonate (58 mg, 0.42 mmol) and 2-bromoethanol (0.038 mL, 0.53 mmol) to a solution of (S)-isopropyl 5-[(3,5-bistrifluoromethyl-benzyl)-(1H-tetrazol-5-yl)-amino]-8,9-dimethyl-2,3,4,5-tetrahydrobenzo[b]azepine-1-carboxylate (Example 56, Step 5) (120 mg, 0.21 mmol) in DMF (0.4 mL) at room temperature in a tube. Seal the tube and stir the mixture at 50° C. for 3 h. Cool the mixture at room temperature and add water and ethyl acetate. Separate the layers, dry the organic phase over anh... The reactants are NC1=CC(=NC=N1)NC1=CC(=C2N(CCCN(C2=O)CC2=CC=CC=C2)C1=O)C (8-((6-aminopyrimidin-4-yl)amino)-2-benzyl-10-methyl-2,3,4,5-tetrahydropyrido[1,2-a][1,4]diazepine-1,7-dione), FC(C(=O)O)(F)F (trifluoroacetic acid), C([O-])(O)=O.[Na+] (sodium bicarbonate). Conditions: temperature 150 celsius. The product is NC1=CC(=NC=N1)NC1=CC(=C2N(CCCNC2=O)C1=O)C (8-((6-aminopyrimidin-4-yl)amino)-10-methyl-2,3,4,5-tetrahydropyrido[1,2-a][1,4]diazepine-1,7-dione). Reaction SMILES: [NH2:1][C:2]1[N:7]=[CH:6][N:5]=[C:4]([NH:8][C:9]2[C:27](=[O:28])[N:13]3[CH2:14][CH2:15][CH2:16][N:17](CC4C=CC=CC=4)[C:18](=[O:19])[C:12]3=[C:11]([CH3:29])[CH:10]=2)[CH:3]=1.FC(F)(F)C(O)=O.C(=O)(O)[O-].[Na+]>>[NH2:1][C:2]1[N:7]=[CH:6][N:5]=[C:4]([NH:8][C:9]2[C:27](=[O:28])[N:13]3[CH2:14][CH2:15][CH2:16][NH:17][C:18](=[O:19])[C:12]3=[C:11]([CH3:29])[CH:10]=2)[CH:3]=1 |f:2.3|. Procedure: A vial was charged with 8-((6-aminopyrimidin-4-yl)amino)-2-benzyl-10-methyl-2,3,4,5-tetrahydropyrido[1,2-a][1,4]diazepine-1,7-dione (8, 0.3 g, 76.9 mmol) and trifluoroacetic acid (7.0 mL) was added and the reaction mixture was heated under microwave at 150° C. for 20 min. TLC showed completion of the reaction and the mixture was cooled to ambient temperature and this was then basified with aqueous sodium bicarbonate solution and extracted with 5% methanol/dichloromethane (3×200 mL). The organic ... Reactants: N1(C=NC=C1)C1=CC=C(C=O)C=C1 (4-(1-imidazolyl)benzaldehyde), N(=[N+]=[N-])CC(=O)OCC (ethyl azidoacetate), C[O-].[Na+] (sodium methoxide). Run in [Cl-].[Na+].O (brine), CO (MeOH). Run at time 1.5 hour. Product: N(=[N+]=[N-])C(C(=O)OC)=CC1=CC=C(C=C1)N1C=NC=C1 (methyl 2-azido-3-[4-(1-imidazolyl)phenyl]-2-propenate). As a reaction SMILES: [N:1]1([C:6]2[CH:13]=[CH:12][C:9]([CH:10]=O)=[CH:8][CH:7]=2)[CH:5]=[CH:4][N:3]=[CH:2]1.[N:14]([CH2:17][C:18]([O:20][CH2:21]C)=[O:19])=[N+:15]=[N-:16].C[O-].[Na+]>CO.[Cl-].[Na+].O>[N:14]([C:17](=[CH:10][C:9]1[CH:12]=[CH:13][C:6]([N:1]2[CH:5]=[CH:4][N:3]=[CH:2]2)=[CH:7][CH:8]=1)[C:18]([O:20][CH3:21])=[O:19])=[N+:15]=[N-:16] |f:2.3,5.6.7|. Procedure: To a cooled (0° C.) solution of 4-(1-imidazolyl)benzaldehyde (1.41 g, 8.16 mol) and ethyl azidoacetate (10.6 g, 81.7 mmol) in MeOH (50 ml) under nitrogen atmosphere is added sodium methoxide (28 wt. % solution in MeOH, 13,2 ml, 65 mmol) dropwise. Stirring is continued for 1.5 h. Then, the reaction mixture is diluted with brine (100 ml) and extracted with three portions of ether. The organic layer is dried over magnesium sulfate and concentrated in vacuo to give methyl 2-azido-3-[4-(1-imidazolyl)... Reactants: [BH3-]C#N, CC(=O)O, C=O, CC#N, CC(=O)Nc1ccc(C(F)(F)F)c(OCC2CCCN2)c1, [Na+]. Product: CC(=O)Nc1ccc(C(F)(F)F)c(OCC2CCCN2C)c1. As a reaction SMILES: [C:24]([BH3-:25])#[N:26].[C:28]([OH:29])(=[O:30])[CH3:31].[CH2:22]=[O:23].[CH3:32][C:33]#[N:34].[NH:1]1[CH:2]([CH2:6][O:7][c:8]2[cH:9][c:10]([NH:18][C:19]([CH3:20])=[O:21])[cH:11][cH:12][c:13]2[C:14]([F:15])([F:16])[F:17])[CH2:3][CH2:4][CH2:5]1.[Na+:27]>>[N:1]1([CH3:24])[CH:2]([CH2:6][O:7][c:8]2[cH:9][c:10]([NH:18][C:19]([CH3:20])=[O:21])[cH:11][cH:12][c:13]2[C:14]([F:15])([F:16])[F:17])[CH2:3][CH2:4][CH2:5]1. The reactants are C1CNCCN1, CC1CNCCN1, Clc1cccnc1N1CCNCC1. Yields the product CC1CN(c2ncccc2Cl)CCN1. Reaction SMILES: [CH2:21]1[NH:22][CH2:23][CH2:24][NH:25][CH2:26]1.[CH3:14][CH:15]1[NH:16][CH2:17][CH2:18][NH:19][CH2:20]1.[Cl:1][c:2]1[c:3]([N:8]2[CH2:9][CH2:10][NH:11][CH2:12][CH2:13]2)[n:4][cH:5][cH:6][cH:7]1>>[Cl:1][c:2]1[c:3]([N:8]2[CH2:9][CH2:10][NH:11][CH:12]([CH3:14])[CH2:13]2)[n:4][cH:5][cH:6][cH:7]1. Starting materials: CC(Oc1ccc(C#N)cn1)C1CNCC1c1ccc(Cl)c(Cl)c1, O=C(OC(Cl)(Cl)Cl)OC(Cl)(Cl)Cl, ClCCl, c1ccncc1. The product is CC(Oc1ccc(C#N)cn1)C1CN(C(=O)Cl)CC1c1ccc(Cl)c(Cl)c1. Reaction SMILES: [Cl:13][c:14]1[cH:15][c:16]([CH:21]2[CH:22]([CH:26]([CH3:27])[O:28][c:29]3[n:30][cH:31][c:32]([C:33]#[N:34])[cH:35][cH:36]3)[CH2:23][NH:24][CH2:25]2)[cH:17][cH:18][c:19]1[Cl:20].[Cl:1][C:2]([Cl:3])([O:4][C:5]([O:6][C:7]([Cl:9])([Cl:10])[Cl:11])=[O:8])[Cl:12].[Cl:43][CH2:44][Cl:45].[cH:37]1[cH:38][cH:39][n:40][cH:41][cH:42]1>>[O:6]=[C:7]([Cl:10])[N:24]1[CH2:23][CH:22]([CH:26]([CH3:27])[O:28][c:29]2[n:30][cH:31][c:32]([C:33]#[N:34])[cH:35][cH:36]2)[CH:21]([c:16]2[cH:15][c:14]([Cl:13])[c:19]([Cl:20])[cH:18][cH:17]2)[CH2:25]1. Solvent: CO (MeOH), O (water). The reactants are Cl (HCl), NC1(CCC1)C1=CC=C(C=C1)C1=C(OC2=CC=C(C=C2C1=O)F)C1=CC=CC=C1 (3-[4-(1-amino-cyclobutyl)-phenyl]-6-fluoro-2-phenyl-chromen-4-one), C(C)(C)(C)OC(NC1(CCC1)C1=CC=C(C=C1)C=1C(C2=CC=C3C(=C2OC1C1=CC=CC=C1)NN=C3I)=O)=O ({1-[4-(3-iodo-6-oxo-8-phenyl-1,6-dihydro-9-oxa-1,2-diaza-cyclopenta[a]naphthalen-7-yl)-phenyl]cyclobutyl}-carbamic acid tert-butyl ester), C(=O)(C(F)(F)F)O (TFA). RXN SMILES: NC1(C2C=CC(C3C(=O)C4C(=CC=C(F)C=4)OC=3C3C=CC=CC=3)=CC=2)CCC1.C(OC(=O)[NH:36][C:37]1([C:41]2[CH:46]=[CH:45][C:44]([C:47]3[C:48](=[O:67])[C:49]4[C:54]([O:55][C:56]=3[C:57]3[CH:62]=[CH:61][CH:60]=[CH:59][CH:58]=3)=[C:53]3[NH:63][N:64]=[C:65]([I:66])[C:52]3=[CH:51][CH:50]=4)=[CH:43][CH:42]=2)[CH2:40][CH2:39][CH2:38]1)(C)(C)C.C(O)(C(F)(F)F)=O.[ClH:76]>CO.O>[ClH:76].[NH2:36][C:37]1([C:41]2[CH:42]=[CH:43][C:44]([C:47]3[C:48](=[O:67])[C:49]4[C:54]([O:55][C:56]=3[C:57]3[CH:62]=[CH:61][CH:60]=[CH:59][CH:58]=3)=[C:53]3[NH:63][N:64]=[C:65]([I:66])[C:52]3=[CH:51][CH:50]=4)=[CH:45][CH:46]=2)[CH2:40][CH2:39][CH2:38]1 |f:6.7|. Product: Cl.NC1(CCC1)C1=CC=C(C=C1)C=1C(C2=CC=C3C(=C2OC1C1=CC=CC=C1)NN=C3I)=O (7-[4-(1-Amino-cyclobutyl)-phenyl]-3-iodo-8-phenyl-1H-9-oxa-1,2-diaza-cyclopenta[a]naphthalen-6-one hydrochloride). The yield is 56.0%. Procedure: Following the procedure used to prepare 3-[4-(1-amino-cyclobutyl)-phenyl]-6-fluoro-2-phenyl-chromen-4-one, {1-[4-(3-iodo-6-oxo-8-phenyl-1,6-dihydro-9-oxa-1,2-diaza-cyclopenta[a]naphthalen-7-yl)-phenyl]cyclobutyl}-carbamic acid tert-butyl ester was treated with TFA. The resultant free base was dissolved in a mixture of MeOH (2 mL), water (3 mL) and 1 M HCl (0.1 mL) and chromatographed on a 2 g C18 cartridge {gradient 40 to 80% MeOH in water+1 M HCl (60 μL in each 5 mL of eluent)} to give the titl... Starting materials: ClCCOC1=C(C=C2C(=C(C=NC2=C1)C#N)NC1=CC=C2C=NNC2=C1)OC (7-(2-chloroethoxy)-4-(1H-indazol-6-ylamino)-6-methoxyquinoline-3-carbonitrile), [I-].[Na+] (sodium iodide), CNC (dimethylamine). The solvent is O1CCCC1 (tetrahydrofuran), C(C)(=O)OCC (ethyl acetate). Reaction conditions: temperature 135 celsius. The product is CN(CCOC1=C(C=C2C(=C(C=NC2=C1)C#N)NC1=CC=C2C=NNC2=C1)OC)C (7-(2-Dimethylaminoethoxy)-4-(1H-indazol-6-ylamino)-6-methoxyquinoline-3-carbonitrile). The yield is 46.0%. RXN SMILES: Cl[CH2:2][CH2:3][O:4][C:5]1[CH:14]=[C:13]2[C:8]([C:9]([NH:17][C:18]3[CH:26]=[C:25]4[C:21]([CH:22]=[N:23][NH:24]4)=[CH:20][CH:19]=3)=[C:10]([C:15]#[N:16])[CH:11]=[N:12]2)=[CH:7][C:6]=1[O:27][CH3:28].[I-].[Na+].[CH3:31][NH:32][CH3:33]>O1CCCC1.C(OCC)(=O)C>[CH3:31][N:32]([CH3:33])[CH2:2][CH2:3][O:4][C:5]1[CH:14]=[C:13]2[C:8]([C:9]([NH:17][C:18]3[CH:26]=[C:25]4[C:21]([CH:22]=[N:23][NH:24]4)=[CH:20][CH:19]=3)=[C:10]([C:15]#[N:16])[CH:11]=[N:12]2)=[CH:7][C:6]=1[O:27][CH3:28] |f:1.2|. Reported procedure: A mixture of 0.67 g (1 equivalent) of 7-(2-chloroethoxy)-4-(1H-indazol-6-ylamino)-6-methoxyquinoline-3-carbonitrile, 0.097 g (0.4 equivalent) of sodium iodide and 15 ml of 2M dimethylamine in tetrahydrofuran was heated at 135° C. for 14 hours in a sealed tube. The reaction mixture was diluted with ethyl acetate, washed with saturated sodium bicarbonate, the organic layer was dried over magnesium sulfate and concentrated to give 0.50 g. The crude product was purified by chromatography (Silica Gel... The reactants are C1(=CC=CC=2CCCCC12)O (5, 6, 7, 8-tetrahydronaphthol), CCOCC (ether), [N+](=O)(O)[O-] (nitric acid), resultant mixture. Run at time 1 hour. Product: [N+](=O)([O-])C1=C(C=CC=2CCCCC12)O (1-nitro-5, 6, 7, 8-tetrahydro-2-naphthol). RXN SMILES: [C:1]1(O)[C:10]2[CH2:9][CH2:8][CH2:7][CH2:6][C:5]=2[CH:4]=[CH:3][CH:2]=1.[N+:12]([O-])([OH:14])=[O:13].CC[O:18]CC>>[N+:12]([C:1]1[C:10]2[CH2:9][CH2:8][CH2:7][CH2:6][C:5]=2[CH:4]=[CH:3][C:2]=1[OH:18])([O-:14])=[O:13]. Procedure: To a solution of 25.9 g of 5, 6, 7, 8-tetrahydronaphthol in 210 ml of ether was dropwise added 60% nitric acid at 15°-20° C. with stirring in 1 hour, and the resultant mixture was stirred at room temperature for 3 hours. The reaction mixture was washed with water (6 times) and saturated saline and the organic layer was dried over anhydrous sodium sulfate and concentrated in vacuo. The residue was chromatographed on a column of silica gel, eluting with ethyl acetate/n-hexane (1:15) to give 10.12 ...